This data is from the Open Reaction Database (ORD), a public repository of structured organic reaction records. The task is: describe an organic reaction: reactants, conditions, products, and yield Reactants: CC1=CC(=C(N)C=C1C)OC (4,5-dimethyl-2-methoxyaniline), C(Cl)Cl (methylene chloride), ClC(=O)OC1=CC=CC=C1 (phenyl chloroformate). Run in O (water). Reaction conditions: time 2 hour. Product: CC1=CC(=C(C=C1C)NC(OC1=CC=CC=C1)=O)OC (Phenyl N-(4,5-dimethyl-2-methoxyphenyl)carbamate). The yield is 98.0%. RXN SMILES: [CH3:1][C:2]1[C:8]([CH3:9])=[CH:7][C:5]([NH2:6])=[C:4]([O:10][CH3:11])[CH:3]=1.C(Cl)Cl.Cl[C:16]([O:18][C:19]1[CH:24]=[CH:23][CH:22]=[CH:21][CH:20]=1)=[O:17]>O>[CH3:1][C:2]1[C:8]([CH3:9])=[CH:7][C:5]([NH:6][C:16](=[O:17])[O:18][C:19]2[CH:24]=[CH:23][CH:22]=[CH:21][CH:20]=2)=[C:4]([O:10][CH3:11])[CH:3]=1. Reported procedure: To 4,5-dimethyl-2-methoxyaniline(4.50 g, 0.03 mol), methylene chloride(100 ml) was added and phenyl chloroformate(4.80 g, 0.03 mol) was added slowly. The resulting solution was stirred for 2 hrs and thereto water(150 ml) was added, and extracted with methylene chloride and purified by column chromatography to obtain the titled compound. The reactants are C(C1=CC=CC=C1)NC(O)=O.O1CCCOC12CNCC2 (1,5-dioxa-8-azaspiro[5.4]decane benzyl carbamate), [H][H] (hydrogen). The reagents and catalysts are [Pd] (Pd/C). Run in CO (methanol). The product is O1CCCOC12CNCC2 (1,5-dioxa-8-azaspiro[5.4]decane). As a reaction SMILES: C(NC(=O)O)C1C=CC=CC=1.[O:12]1[C:17]2([CH2:21][CH2:20][NH:19][CH2:18]2)[O:16][CH2:15][CH2:14][CH2:13]1.[H][H]>CO.[Pd]>[O:12]1[C:17]2([CH2:21][CH2:20][NH:19][CH2:18]2)[O:16][CH2:15][CH2:14][CH2:13]1 |f:0.1|. Procedure: The protecting group was removed by dissolving 2.09 g (7.5 mmol) of 1,5-dioxa-8-azaspiro[5.4]decane benzyl carbamate, from Step 1, in 100 mL of methanol, adding 0.50 g of 20% Pd/C, and hydrogenating at room temperature under 4 atm of hydrogen for 24 hours. The catalyst was removed by filtration, then the solvent was removed under vacuum to afford the title compound, MS: M/Z 144 (M+H), which was taken directly to the next step.